From a dataset of the Open Reaction Database (ORD), a public repository of structured organic reaction records. describe an organic reaction: reactants, conditions, products, and yield Reaction SMILES: Br[C:2]1[CH:3]=[C:4]2[C:9](=[CH:10][CH:11]=1)[N:8]=[CH:7][C:6]([C:12]([CH:14]1[CH2:16][CH2:15]1)=[O:13])=[C:5]2[N:17]1[CH2:22][CH2:21][CH:20]([CH:23]([N:25]([CH3:27])[CH3:26])[CH3:24])[CH2:19][CH2:18]1.[CH3:28][O:29][C:30]1[CH:35]=[C:34](B2OC(C)(C)C(C)(C)O2)[CH:33]=[CH:32][C:31]=1[OH:45]>>[CH:14]1([C:12]([C:6]2[CH:7]=[N:8][C:9]3[C:4]([C:5]=2[N:17]2[CH2:22][CH2:21][CH:20]([CH:23]([N:25]([CH3:27])[CH3:26])[CH3:24])[CH2:19][CH2:18]2)=[CH:3][C:2]([C:34]2[CH:33]=[CH:32][C:31]([OH:45])=[C:30]([O:29][CH3:28])[CH:35]=2)=[CH:11][CH:10]=3)=[O:13])[CH2:16][CH2:15]1. Reported procedure: Following general procedure F, (6-bromo-4-{4-[1-(dimethylamino)ethyl]piperidin-1-yl}quinolin-3-yl)(cyclopropyl)methanone (42 mg, 0.097 mmol) was reacted with 2-methoxy-4-(4,4,5,5-tetramethyl-1,3,2-dioxaborolan-2-yl)phenol (36 mL, 0.146 mmol) to afford the desired product (26 mg, 56%) as a yellow solid: 1H NMR (300 MHz, CD3OD) δ 8.82 (s, 1H), 8.29 (d, J=1.6 Hz, 1H), 8.19-7.97 (m, 2H), 7.31 (d, J=2.1 Hz, 1H), 7.23 (dd, J=8.2, 2.1 Hz, 1H), 6.95 (d, J=8.2 Hz, 1H), 3.98 (s, 3H), 3.61 (t, J=12.8 Hz, 2... Yield: 56.6%. Starting materials: BrC=1C=C2C(=C(C=NC2=CC1)C(=O)C1CC1)N1CCC(CC1)C(C)N(C)C ((6-bromo-4-{4-[1-(dimethylamino)ethyl]piperidin-1-yl}quinolin-3-yl)(cyclopropyl)methanone), COC1=C(C=CC(=C1)B1OC(C(O1)(C)C)(C)C)O (2-methoxy-4-(4,4,5,5-tetramethyl-1,3,2-dioxaborolan-2-yl)phenol). The product is C1(CC1)C(=O)C=1C=NC2=CC=C(C=C2C1N1CCC(CC1)C(C)N(C)C)C1=CC(=C(C=C1)O)OC (Cyclopropyl(4-{4-[1-(dimethylamino)ethyl]piperidin-1-yl}-6-(4-hydroxy-3-methoxyphenyl)quinolin-3-yl)methanone). Reactants: BrCCBr, O=C([O-])[O-], CN(C)C=O, [K+], [K+], CCOc1cccc(Cc2ncc(C=O)c3cc(O)c(OC)cc23)c1. Product: CCOc1cccc(Cc2ncc(C=O)c3cc(OCCBr)c(OC)cc23)c1. As a reaction SMILES: [Br:32][CH2:33][CH2:34][Br:35].[C:26](=[O:27])([O-:28])[O-:29].[CH3:36][N:37]([CH3:38])[CH:39]=[O:40].[K+:30].[K+:31].[OH:1][c:2]1[cH:3][c:4]2[c:5]([CH:24]=[O:25])[cH:6][n:7][c:8]([CH2:14][c:15]3[cH:16][c:17]([O:21][CH2:22][CH3:23])[cH:18][cH:19][cH:20]3)[c:9]2[cH:10][c:11]1[O:12][CH3:13]>>[O:1]([c:2]1[cH:3][c:4]2[c:5]([CH:24]=[O:25])[cH:6][n:7][c:8]([CH2:14][c:15]3[cH:16][c:17]([O:21][CH2:22][CH3:23])[cH:18][cH:19][cH:20]3)[c:9]2[cH:10][c:11]1[O:12][CH3:13])[CH2:34][CH2:33][Br:32].